The task is: describe an organic reaction: reactants, conditions, products, and yield. This data is from the Open Reaction Database (ORD), a public repository of structured organic reaction records. The reactants are C(Cl)(Cl)Cl (CHCl3), [Al+3].[Cl-].[Cl-].[Cl-] (AlCl3), [H-].[H-].[H-].[H-].[Li+].[Al+3] (LiAlH4), C[C@]12[C@H]([C@H]3[C@]45C=6C(=C(C=CC6C([C@H]([C@@H]4[C@H]1CC)N(CC5)C)=C)OC)O3)O2 (7α,17-Dimethyl-4,5α-epoxy-6β,7β -epoxymethylene-8β-ethyl-3-methoxy-morphinan). Run in C(Cl)(Cl)Cl.CCCCCC (CHCl3 hexane), CCOCC (Et2O), CCOCC (Et2O). Product: O1C2=C(C=CC=3C[C@@H]4[C@@H]5[C@H](C([C@H]([C@H]1[C@@]5(C23)CCN4C)O)(C)C)CC)OC (4,5α-Epoxy-8β-ethyl-3-methoxy-7,7,17-trimethyl-morphinan-6β-ol). Reaction SMILES: [Al+3].[Cl-].[Cl-].[Cl-].[H-].[H-].[H-].[H-].[Li+].[Al+3].[CH3:11][C@:12]12[O:36][C@H:13]1[C@@H:14]1[O:35][C:17]3=[C:18]([O:33][CH3:34])[CH:19]=[CH:20][C:21]4[C:22](=C)[C@H:23]5[N:28]([CH3:31])[CH2:29][CH2:30][C@:15]1([C@H:24]5[C@H:25]2[CH2:26][CH3:27])[C:16]=43.[CH:37](Cl)(Cl)Cl>CCOCC.C(Cl)(Cl)Cl.CCCCCC>[O:35]1[C@@H:14]2[C@@:15]34[CH2:30][CH2:29][N:28]([CH3:31])[C@@H:23]([C@@H:24]3[C@@H:25]([CH2:26][CH3:27])[C:12]([CH3:37])([CH3:11])[C@H:13]2[OH:36])[CH2:22][C:21]2=[C:16]4[C:17]1=[C:18]([O:33][CH3:34])[CH:19]=[CH:20]2 |f:0.1.2.3,4.5.6.7.8.9,13.14|. Procedure details: A mixture of AlCl3 (8.0 g, 60 mmole) and LiAlH4 (6.8 g, 180 mmole) was prepared in Et2O (600 ml) as described above. To this was added 5c (21.3 g, 60 mmole) in Et2O (1 L) and the mixture refluxed for 36 hours. Processing as described gave a foam. Crystals of 6c (10.0 g) as the CHCl3 solvate, mp 104°-108°, were obtained from CHCl3 -hexane. An additional 2.7 g of 6c (50% overall yield) was obtained by processing the mother liquor. Starting materials: C(C)OC(C(C(=O)OC(C)(C)C)C1=C(C=C(C(=C1)Cl)[N+](=O)[O-])[N+](=O)[O-])=O (2-(5-chloro-2,4-dinitro-phenyl)-malonic acid tert-butyl ester ethyl ester). Solvent: ClCCl (dichloromethane), FC(C(=O)O)(F)F (trifluoroacetic acid). Reaction conditions: temperature 70 celsius. Product: C(C)OC(CC1=C(C=C(C(=C1)Cl)[N+](=O)[O-])[N+](=O)[O-])=O ((5-chloro-2,4-dinitro-phenyl)-acetic acid ethyl ester). The yield is 50.5%. RXN SMILES: [CH2:1]([O:3][C:4](=[O:26])[CH:5]([C:13]1[CH:18]=[C:17]([Cl:19])[C:16]([N+:20]([O-:22])=[O:21])=[CH:15][C:14]=1[N+:23]([O-:25])=[O:24])C(OC(C)(C)C)=O)[CH3:2]>ClCCl.FC(F)(F)C(O)=O>[CH2:1]([O:3][C:4](=[O:26])[CH2:5][C:13]1[CH:18]=[C:17]([Cl:19])[C:16]([N+:20]([O-:22])=[O:21])=[CH:15][C:14]=1[N+:23]([O-:25])=[O:24])[CH3:2]. Reported procedure: A solution of 2-(5-chloro-2,4-dinitro-phenyl)-malonic acid tert-butyl ester ethyl ester (0.4 g) in a mixture of dichloromethane (3 mL) and trifluoroacetic acid (0.5 mL) was heated at 70° C. for 30 minutes in a sealed tube. The reaction mixture was then evaporated under reduced pressure and the residue was purified by flash chromatography (EtOac/hexane, 10/90) to afford 150 mg of (5-chloro-2,4-dinitro-phenyl)-acetic acid ethyl ester. The reactants are COCCOC1=NOC(=N1)C1CN(CC(C1)C1=CC=C(C=C1)CC(F)(F)F)C(=O)OC1=CC=C(C=C1)[N+](=O)[O-] (4-Nitrophenyl 3-[3-(2-methoxyethoxy)-1,2,4-oxadiazol-5-yl]-5-[4-(2,2,2-trifluoroethyl)phenyl]piperidine-1-carboxylate), Cl.OC1CNC1 (3-hydroxyazetidine hydrochloride), C([O-])([O-])=O.[K+].[K+] (potassium carbonate). The solvent is CN(C)C=O (DMF). Reaction conditions: temperature 150 celsius. Product: OC1CN(C1)C(=O)N1CC(CC(C1)C1=CC=C(C=C1)CC(F)(F)F)C1=NC(=NO1)OCCOC ((3-Hydroxyazetidin-1-yl){3-[3-(2-methoxyethoxy)-1,2,4-oxadiazol-5-yl]-5-[4-(2,2,2-trifluoroethyl)phenyl]piperidin-1-yl}methanone). Reaction SMILES: [CH3:1][O:2][CH2:3][CH2:4][O:5][C:6]1[N:10]=[C:9]([CH:11]2[CH2:16][CH:15]([C:17]3[CH:22]=[CH:21][C:20]([CH2:23][C:24]([F:27])([F:26])[F:25])=[CH:19][CH:18]=3)[CH2:14][N:13]([C:28](OC3C=CC([N+]([O-])=O)=CC=3)=[O:29])[CH2:12]2)[O:8][N:7]=1.Cl.[OH:41][CH:42]1[CH2:45][NH:44][CH2:43]1.C(=O)([O-])[O-].[K+].[K+]>CN(C=O)C>[OH:41][CH:42]1[CH2:45][N:44]([C:28]([N:13]2[CH2:14][CH:15]([C:17]3[CH:18]=[CH:19][C:20]([CH2:23][C:24]([F:26])([F:25])[F:27])=[CH:21][CH:22]=3)[CH2:16][CH:11]([C:9]3[O:8][N:7]=[C:6]([O:5][CH2:4][CH2:3][O:2][CH3:1])[N:10]=3)[CH2:12]2)=[O:29])[CH2:43]1 |f:1.2,3.4.5|. Reported procedure: 50.5 mg (0.064 mmol, purity 70%) of the compound from Example 67A, 30.2 mg (0.275 mmol) of 3-hydroxyazetidine hydrochloride and 31.7 mg (0.229 mmol) of potassium carbonate were added to 2.1 ml of DMF and heated in a single-mode microwave (Emrys Optimizer) at 150° C. for 20 min. For workup, the reaction solution was combined and filtered, and the residue was purified by means of preparative HPLC. Enantiomer separation of 100 mg of the racemic crude product according to Method 8D gave 7.8 mg of th... Starting materials: FC=1C=CC(=C(C=O)C1)C (5-fluoro-2-methylbenzaldehyde), [N+](=O)([O-])CC (nitroethane), C1(CCCCC1)N (cyclohexylamine). The solvent is C(C)(=O)O (acetic acid). Reaction conditions: temperature 80 celsius. Yields the product FC1=CC(=C(C=C1)C)C=C(C)[N+](=O)[O-] (4-Fluoro-1-methyl-2-(2-nitroprop-1-enyl)benzene). The yield is 84.2%. Reaction SMILES: [F:1][C:2]1[CH:3]=[CH:4][C:5]([CH3:10])=[C:6]([CH:9]=1)[CH:7]=O.[N+:11]([CH2:14][CH3:15])([O-:13])=[O:12].C1(N)CCCCC1>C(O)(=O)C>[F:1][C:2]1[CH:3]=[CH:4][C:5]([CH3:10])=[C:6]([CH:7]=[C:14]([N+:11]([O-:13])=[O:12])[CH3:15])[CH:9]=1. Reported procedure: A mixture of 5-fluoro-2-methylbenzaldehyde (50.0 g, 0.382 mol), nitroethane (54.34 g, 0.724 mol), and cyclohexylamine (35.90 g, 0.382 mol) in 300 mL of acetic acid was heated at 80° C. for 5-6 h under an argon atmosphere. After the end of the reaction was established by TLC, the reaction mixture was cooled to rt and the solvent was removed under vacuum. The residue was diluted with water, extracted with ethyl acetate three times. The combined extracts were dried over anhydrous MgSO4, filtered, a... Reactants: CCOC(=O)c1cc2[nH]c(-c3ccccc3)cc(=O)n2n1, CCO, CCOC(C)=O, Cl, [K+], C1COCCO1, [OH-]. The product is O=C(O)c1cc2[nH]c(-c3ccccc3)cc(=O)n2n1. Reaction SMILES: [CH2:1]([CH3:2])[O:3][C:4](=[O:5])[c:6]1[n:7][n:8]2[c:9]([nH:10][c:11](-[c:15]3[cH:16][cH:17][cH:18][cH:19][cH:20]3)[cH:12][c:13]2=[O:14])[cH:21]1.[CH3:25][CH2:26][OH:27].[CH3:34][CH2:35][O:36][C:37](=[O:38])[CH3:39].[ClH:24].[K+:23].[O:28]1[CH2:29][CH2:30][O:31][CH2:32][CH2:33]1.[OH-:22]>>[O:3]=[C:4]([OH:5])[c:6]1[n:7][n:8]2[c:9]([nH:10][c:11](-[c:15]3[cH:16][cH:17][cH:18][cH:19][cH:20]3)[cH:12][c:13]2=[O:14])[cH:21]1. Starting materials: CN([C@H]1CN(CC1)C1=C(C=C(C=C1)N1C(C2=CC=C(C=C2CC1)OS(=O)(=O)C(F)(F)F)=O)F)C (Trifluoromethanesulfonic acid 2-[4-((R)-3-dimethylaminopyrrolidin-1-yl)-3-fluorophenyl]-1-oxo-1,2,3,4-tetrahydroisoquinolin-6-yl ester), COC1CCNCC1 (4-methoxypiperidine). The product is CN([C@H]1CN(CC1)C1=C(C=C(C=C1)N1C(C2=CC=C(C=C2CC1)N1CCC(CC1)OC)=O)F)C (2-[4-((R)-3-Dimethylaminopyrrolidin-1-yl)-3-fluorophenyl]-6-(4-methoxypiperidin-1-yl)-3,4-dihydro-2H-isoquinolin-1-one). As a reaction SMILES: [CH3:1][N:2]([CH3:34])[C@@H:3]1[CH2:7][CH2:6][N:5]([C:8]2[CH:13]=[CH:12][C:11]([N:14]3[CH2:23][CH2:22][C:21]4[C:16](=[CH:17][CH:18]=[C:19](OS(C(F)(F)F)(=O)=O)[CH:20]=4)[C:15]3=[O:32])=[CH:10][C:9]=2[F:33])[CH2:4]1.[CH3:35][O:36][CH:37]1[CH2:42][CH2:41][NH:40][CH2:39][CH2:38]1>>[CH3:1][N:2]([CH3:34])[C@@H:3]1[CH2:7][CH2:6][N:5]([C:8]2[CH:13]=[CH:12][C:11]([N:14]3[CH2:23][CH2:22][C:21]4[C:16](=[CH:17][CH:18]=[C:19]([N:40]5[CH2:41][CH2:42][CH:37]([O:36][CH3:35])[CH2:38][CH2:39]5)[CH:20]=4)[C:15]3=[O:32])=[CH:10][C:9]=2[F:33])[CH2:4]1. Procedure details: Trifluoromethanesulfonic acid 2-[4-((R)-3-dimethylaminopyrrolidin-1-yl)-3-fluorophenyl]-1-oxo-1,2,3,4-tetrahydroisoquinolin-6-yl ester was reacted with 4-methoxypiperidine by method N. The product with the molecular weight of 466.60 (C27H35FN4O2) was obtained in this way; MS (ESI): 467 (M+H+). Starting materials: CC=1SC=C2C1CN(C2)S(=O)(=O)C2=CC=C(C)C=C2 (1-methyl-5-tosyl-5,6-dihydro-4H-thieno[3,4-c]pyrrole), C1(=CC=CC=C1)O (phenol), solution, Br (hydrobromic acid). The solvent is C(C)(=O)O (acetic acid). Conditions: temperature 90 celsius. Product: Br.CC=1SC=C2C1CNC2 (1-Methyl-5,6-dihydro-4H-thieno[3,4-c]pyrrole hydrobromide). Isolated yield 27.0%. As a reaction SMILES: [CH3:1][C:2]1[S:3][CH:4]=[C:5]2[CH2:9][N:8](S(C3C=CC(C)=CC=3)(=O)=O)[CH2:7][C:6]=12.C1(O)C=CC=CC=1.[BrH:27]>C(O)(=O)C>[BrH:27].[CH3:1][C:2]1[S:3][CH:4]=[C:5]2[CH2:9][NH:8][CH2:7][C:6]=12 |f:4.5|. Procedure details: A mixture of 3.1 g (10.6 mmol) of 1-methyl-5-tosyl-5,6-dihydro-4H-thieno[3,4-c]pyrrole and 3.1 g (32.9 mmol) of phenol in 43 ml of a 33% solution of hydrobromic acid in acetic acid, placed in a sealed tube, is heated at 90° C. in a water bath for 3 hours. The reaction mixture is then filtered and poured into 150 ml of water and then extracted with three times 150 ml of diethyl ether. The aqueous phase is evaporated to dryness and the residue washed with acetone. There is obtained 0.64 g of a pas...